Dataset: the Open Reaction Database (ORD), a public repository of structured organic reaction records. Task: describe an organic reaction: reactants, conditions, products, and yield Starting materials: NC=1SC=C(N1)CC(=O)OCC (ethyl 2-amino-4-thiazolylacetate), C1=CC=C(C=C1)OC2=CC=C(C=C2)S(=O)(=O)Cl ([(4-phenoxy)benzene]sulfonyl chloride). Product: O(C1=CC=CC=C1)C1=CC=C(C=C1)S(=O)(=O)NC=1SC=C(N1)CC(=O)OCC (Ethyl (2-{[(4-phenoxyphenyl)sulfonyl]amino}-1,3-thiazol-4-yl)acetate), solid. RXN SMILES: [NH2:1][C:2]1[S:3][CH:4]=[C:5]([CH2:7][C:8]([O:10][CH2:11][CH3:12])=[O:9])[N:6]=1.[CH:13]1[CH:18]=[CH:17][C:16]([O:19][C:20]2[CH:25]=[CH:24][C:23]([S:26](Cl)(=[O:28])=[O:27])=[CH:22][CH:21]=2)=[CH:15][CH:14]=1>>[O:19]([C:20]1[CH:25]=[CH:24][C:23]([S:26]([NH:1][C:2]2[S:3][CH:4]=[C:5]([CH2:7][C:8]([O:10][CH2:11][CH3:12])=[O:9])[N:6]=2)(=[O:28])=[O:27])=[CH:22][CH:21]=1)[C:16]1[CH:15]=[CH:14][CH:13]=[CH:18][CH:17]=1. Reported procedure: The title compound was prepared from ethyl 2-amino-4-thiazolylacetate and [(4-phenoxy)benzene]sulfonyl chloride as described in the synthetic METHOD B to give a white solid (33.5 mg) with purity >90%. MS (pos) m/z 419.3.